Task: describe an organic reaction: reactants, conditions, products, and yield. Dataset: the Open Reaction Database (ORD), a public repository of structured organic reaction records The reactants are O=C([O-])[O-], CCCCCC=CCC=CCCCCCCCCOS(C)(=O)=O, [Cs+], [Cs+], CN(C)C=O, O, O=C1OCCC1O. Product: CCCCCC=CCC=CCCCCCCCCOC1CCOC1=O. As a reaction SMILES: [C:31](=[O:32])([O-:33])[O-:34].[CH3:8][S:9]([O:10][CH2:13][CH2:14][CH2:15][CH2:16][CH2:17][CH2:18][CH2:19][CH2:20][CH:21]=[CH:22][CH2:23][CH:24]=[CH:25][CH2:26][CH2:27][CH2:28][CH2:29][CH3:30])(=[O:11])=[O:12].[Cs+:35].[Cs+:36].[O:38]=[CH:39][N:40]([CH3:41])[CH3:42].[OH2:37].[OH:1][CH:2]1[C:3](=[O:4])[O:5][CH2:6][CH2:7]1>>[O:1]([CH:2]1[C:3](=[O:4])[O:5][CH2:6][CH2:7]1)[CH2:13][CH2:14][CH2:15][CH2:16][CH2:17][CH2:18][CH2:19][CH2:20][CH:21]=[CH:22][CH2:23][CH:24]=[CH:25][CH2:26][CH2:27][CH2:28][CH2:29][CH3:30]. The reactants are NCCCCN1C=NC=2C(=NC=3C=CC=CC3C21)N (1-(4-aminobutyl)-1H-imidazo[4,5-c]quinolin-4-amine), C1(=CC=CC2=CC=CC=C12)OC(=O)Cl (chloroformic acid 1-naphthyl ester). The product is NC1=NC=2C=CC=CC2C2=C1N=CN2CCCCNC(OC2=CC=CC1=CC=CC=C21)=O (1-naphthyl N-[4-(4-amino-1H-imidazo[4,5-c]quinolin-1-yl)butyl]carbamate). As a reaction SMILES: [NH2:1][CH2:2][CH2:3][CH2:4][CH2:5][N:6]1[C:18]2[C:17]3[CH:16]=[CH:15][CH:14]=[CH:13][C:12]=3[N:11]=[C:10]([NH2:19])[C:9]=2[N:8]=[CH:7]1.[C:20]1([O:30][C:31](Cl)=[O:32])[C:29]2[C:24](=[CH:25][CH:26]=[CH:27][CH:28]=2)[CH:23]=[CH:22][CH:21]=1>>[NH2:19][C:10]1[C:9]2[N:8]=[CH:7][N:6]([CH2:5][CH2:4][CH2:3][CH2:2][NH:1][C:31](=[O:32])[O:30][C:20]3[C:29]4[C:24](=[CH:25][CH:26]=[CH:27][CH:28]=4)[CH:23]=[CH:22][CH:21]=3)[C:18]=2[C:17]2[CH:16]=[CH:15][CH:14]=[CH:13][C:12]=2[N:11]=1. Procedure: According to the general method of Example 7, 1-(4-aminobutyl)-1H-imidazo[4,5-c]quinolin-4-amine and chloroformic acid 1-naphthyl ester were combined to provide 1-naphthyl N-[4-(4-amino-1H-imidazo[4,5-c]quinolin-1-yl)butyl]carbamate as a tan powder, m.p. 89.0-92.0° C. 1H NMR (300 MHz, DMSO-d6) δ 8.25 (s, 1H), 8.10 (d, J=7.4 Hz, 1H), 8.05 (t, J=5.8 Hz, 1H), 7.96 (d, J=7.6 Hz, 1H), 7.79 (d, J=8.2 Hz, 1H), 7.66-7.45 (m, 6H), 7.30 (m, 1H), 7.19 (d, J=7.5 Hz, 1H), 6.72 (broad s, 2H), 4.67 (t, J=6.9 H... The reactants are BrC1=C2C=CC(N(C2=CC(=C1)C=1CCN(CC1)C(C)(C)C)C1=C(C=CC=C1Cl)Cl)=O (5-bromo-7-(1-tert-butyl-1,2,3,6-tetrahydropyridin-4-yl)-1-(2,6-dichlorophenyl)quinolin-2(1H)-one), FC=1C=C(C=CC1)B(O)O (3-fluorophenylboronic acid). Yields the product C(C)(C)(C)N1CCC(CC1)C1=CC(=C2C=CC(N(C2=C1)C1=C(C=CC=C1Cl)Cl)=O)C1=CC=C(C=C1)F (7-(1-tert-Butylpiperidin-4-yl)-1-(2,6-dichlorophenyl)-5-(4-fluorophenyl)quinolin-2(1H)-one). Reaction SMILES: Br[C:2]1[CH:11]=[C:10]([C:12]2[CH2:13][CH2:14][N:15]([C:18]([CH3:21])([CH3:20])[CH3:19])[CH2:16][CH:17]=2)[CH:9]=[C:8]2[C:3]=1[CH:4]=[CH:5][C:6](=[O:30])[N:7]2[C:22]1[C:27]([Cl:28])=[CH:26][CH:25]=[CH:24][C:23]=1[Cl:29].[F:31][C:32]1[CH:33]=[C:34](B(O)O)[CH:35]=[CH:36][CH:37]=1>>[C:18]([N:15]1[CH2:14][CH2:13][CH:12]([C:10]2[CH:9]=[C:8]3[C:3]([CH:4]=[CH:5][C:6](=[O:30])[N:7]3[C:22]3[C:27]([Cl:28])=[CH:26][CH:25]=[CH:24][C:23]=3[Cl:29])=[C:2]([C:35]3[CH:34]=[CH:33][C:32]([F:31])=[CH:37][CH:36]=3)[CH:11]=2)[CH2:17][CH2:16]1)([CH3:19])([CH3:21])[CH3:20]. Procedure: The title compound was prepared from 5-bromo-7-(1-tert-butyl-1,2,3,6-tetrahydropyridin-4-yl)-1-(2,6-dichlorophenyl)quinolin-2(1H)-one (INTERMEDIATE ABA5) and using 3-fluorophenylboronic acid as described in EXAMPLE ABA11. 1H NMR (CD3OD, 500 MHz): δ 1.294 (s, 9H), 1.756 (bs, 2H), 2.015 (bs, 2H), 2.809 (bs, 3H), 3.447 (bs, 2H), 6.480 (s, 1H), 6.713 (d, J=10.1 Hz, 1H), 7.245 (m, 4H), 7.557 (m, 1H), 7.624 (t, J=7.6 Hz, 1H), 7.735 (m, 2H), 7.986 (d, J=10.1 Hz, 1H). Mass spectrum (ESI): 523.5 (M+1). Reactants: [Br-], CC(=O)[O-], CC(=O)[O-], CC(=O)[O-], [N-]=[N+]=C1C(=O)CC(CCc2cccc(O)c2)(C2CCCC2)OC1=O, [N-]=[N+]=C1C(=O)CC(C2CCCC2)(C2CCCC2)OC1=O, [K+], c1ccc(Nc2ccccc2)cc1, [Rh+3], c1ccccc1. Product: O=C1OC(CCc2cccc(O)c2)(C2CCCC2)CC(O)=C1N(c1ccccc1)c1ccccc1. Reaction SMILES: [Br-:58].[C:60]([O-:61])(=[O:62])[CH3:63].[C:65]([O-:66])(=[O:67])[CH3:68].[C:69]([O-:70])(=[O:71])[CH3:72].[CH:1]1([C:6]2([CH2:16][CH2:17][c:18]3[cH:19][c:20]([OH:24])[cH:21][cH:22][cH:23]3)[CH2:7][C:8](=[O:15])[C:9](=[N+:13]=[N-:14])[C:10](=[O:12])[O:11]2)[CH2:2][CH2:3][CH2:4][CH2:5]1.[CH:25]1([C:26]2([CH:27]3[CH2:28][CH2:29][CH2:30][CH2:31]3)[O:32][C:33](=[O:34])[C:35](=[N+:36]=[N-:37])[C:38](=[O:39])[CH2:40]2)[CH2:41][CH2:42][CH2:43][CH2:44]1.[K+:59].[NH:45]([c:46]1[cH:47][cH:48][cH:49][cH:50][cH:51]1)[c:52]1[cH:53][cH:54][cH:55][cH:56][cH:57]1.[Rh+3:64].[cH:73]1[cH:74][cH:75][cH:76][cH:77][cH:78]1>>[CH:1]1([C:6]2([CH2:16][CH2:17][c:18]3[cH:19][c:20]([OH:24])[cH:21][cH:22][cH:23]3)[CH2:7][C:8]([OH:15])=[C:9]([N:45]([c:46]3[cH:47][cH:48][cH:49][cH:50][cH:51]3)[c:52]3[cH:53][cH:54][cH:55][cH:56][cH:57]3)[C:10](=[O:12])[O:11]2)[CH2:2][CH2:3][CH2:4][CH2:5]1.